From a dataset of the Open Reaction Database (ORD), a public repository of structured organic reaction records. describe an organic reaction: reactants, conditions, products, and yield Yields the product COC(=O)N=Nc1ccc(C)c2c1OC(C)C2. As a reaction SMILES: [CH2:29]([Cl:30])[Cl:31].[CH3:12][O:13][C:14](=[O:15])[NH:16][NH:17][c:18]1[cH:19][cH:20][c:21]([CH3:28])[c:22]2[c:26]1[O:25][CH:24]([CH3:27])[CH2:23]2.[Cl:1][c:2]1[cH:3][c:4]([C:8]([O:9][OH:10])=[O:11])[cH:5][cH:6][cH:7]1>>[CH3:12][O:13][C:14](=[O:15])[N:16]=[N:17][c:18]1[cH:19][cH:20][c:21]([CH3:28])[c:22]2[c:26]1[O:25][CH:24]([CH3:27])[CH2:23]2. Starting materials: ClCCl, COC(=O)NNc1ccc(C)c2c1OC(C)C2, O=C(OO)c1cccc(Cl)c1. Reactants: BrCC#CC (1-Bromo-2-butyne), BrCC#CC (1-bromo-2-butyne), C([O-])([O-])=O.[K+].[K+] (potassium carbonate), C(C)(C)(C)OC(=O)N[C@H](C(=O)OCC)CC1=CC=C(C=C1)O (ethyl (S)-2-tert-butoxycarbonylamino-3-(4-hydroxy-phenyl)-propionate), C([O-])([O-])=O.[K+].[K+] (potassium carbonate), O (Water). Run in CN(C=O)C (N,N-dimethylformamide). Conditions: temperature 60 celsius, time 6 hour. Yields the product C(C)(C)(C)OC(=O)N[C@H](C(=O)OCC)CC1=CC=C(C=C1)OCC#CC (ethyl (S)-2-tert-butoxycarbonylamino-3-(4-but-2-ynyloxy-phenyl)-propionate). Isolated yield 89.1%. RXN SMILES: [C:1]([O:5][C:6]([NH:8][C@@H:9]([CH2:15][C:16]1[CH:21]=[CH:20][C:19]([OH:22])=[CH:18][CH:17]=1)[C:10]([O:12][CH2:13][CH3:14])=[O:11])=[O:7])([CH3:4])([CH3:3])[CH3:2].Br[CH2:24][C:25]#[C:26][CH3:27].C(=O)([O-])[O-].[K+].[K+].O>CN(C)C=O>[C:1]([O:5][C:6]([NH:8][C@@H:9]([CH2:15][C:16]1[CH:21]=[CH:20][C:19]([O:22][CH2:24][C:25]#[C:26][CH3:27])=[CH:18][CH:17]=1)[C:10]([O:12][CH2:13][CH3:14])=[O:11])=[O:7])([CH3:2])([CH3:3])[CH3:4] |f:2.3.4|. Procedure details: A commercially available reagent of ethyl (S)-2-tert-butoxycarbonylamino-3-(4-hydroxy-phenyl)-propionate (4.84 g, 15.6 mmol) was dissolved in N,N-dimethylformamide (39 mL), and 1-bromo-2-butyne (1.65 mL, 18.8 mmol) and potassium carbonate (3.25 g, 23.5 mmol) were then added at room temperature. After stirring at 60° C. for 6 hours, and the reaction solution was cooled to room temperature. 1-Bromo-2-butyne (0.55 mL, 6.28 mmol) was added at room temperature, and the mixture was then stirred at 60°... Reactants: NC(C1=CC(=C(C(=O)OC)C=C1)F)=NO (methyl 4-[amino(hydroxyimino)methyl]-2-fluorobenzoate), BrC1=C(C=C(C(=O)O)C=C1)COC (4-bromo-3-(methoxymethyl)benzoic acid). The solvent is C(C)#N (ACN). Yields the product BrC1=C(C=C(C=C1)C1=NC(=NO1)C1=CC(=C(C(=O)OC)C=C1)F)COC (methyl 4-{5-[4-bromo-3-(methoxymethyl)phenyl]-1,2,4-oxadiazol-3-yl}-2-fluorobenzoate). As a reaction SMILES: [NH2:1][C:2](=[N:14][OH:15])[C:3]1[CH:12]=[CH:11][C:6]([C:7]([O:9][CH3:10])=[O:8])=[C:5]([F:13])[CH:4]=1.[Br:16][C:17]1[CH:25]=[CH:24][C:20]([C:21](O)=O)=[CH:19][C:18]=1[CH2:26][O:27][CH3:28]>C(#N)C>[Br:16][C:17]1[CH:25]=[CH:24][C:20]([C:21]2[O:15][N:14]=[C:2]([C:3]3[CH:12]=[CH:11][C:6]([C:7]([O:9][CH3:10])=[O:8])=[C:5]([F:13])[CH:4]=3)[N:1]=2)=[CH:19][C:18]=1[CH2:26][O:27][CH3:28]. Procedure details: The title compound was obtained following procedure described for example 4, step 1, but starting from Intermediate 1 (0.50 g; 2.36 mmol) and Intermediate 37 (0.64 g; 2.59 mmol). Title compound was isolated after trituration with ACN as a white powder. 1H NMR (DMSO-d6, 300 MHz) δ 8.23 (d, J=2 Hz, 1H), 8.14-8.09 (m, 1H), 8.06-8.02 (m, 1H), 8-7.92 (m, 3H), 4.57 (s, 2H), 3.90 (s, 3H), 3.46 (s, 3H). LC/MS (Method B): 423.1 (M+H)+. HPLC (Method A) Rt 5.91 min (purity: 98.5%). Starting materials: C[C@@H]1CC[C@@H](CN1C(=O)OCC1=CC=CC=C1)C(=O)O ((3S,6R)-6-methyl-1-{[(phenylmethyl)oxy]carbonyl}-3-piperidinecarboxylic acid), NC1=CC=CC=C1 (aniline), CCN(C(C)C)C(C)C (Hunig's base), C=1C=CC2=C(C1)N=NN2O (HOBt), C(CCl)Cl (EDC). Run at time 8 hour. The solvent is O (H2O), CN(C)C=O (DMF). Procedure: To a solution of (3S,6R)-6-methyl-1-{[(phenylmethyl)oxy]carbonyl}-3-piperidinecarboxylic acid (17 g, 61.3 mmol) in DMF (400 mL) was added aniline (8.56 g, 92 mmol), Hunig's base (32.1 mL, 184 mmol), HOBt (14.08 g, 92 mmol) and EDC (17.63 g, 92 mmol) at room temperature. The reaction mixture was stirred overnight at room temperature, then diluted with H2O (˜100 mL), and extracted with EtOAc (3×250 mL). The combined organic layers were washed with 1N HCl (100 mL), H2O (3×100 mL), brine (100 mL), d... As a reaction SMILES: [CH3:1][C@H:2]1[N:7]([C:8]([O:10][CH2:11][C:12]2[CH:17]=[CH:16][CH:15]=[CH:14][CH:13]=2)=[O:9])[CH2:6][C@@H:5]([C:18]([OH:20])=O)[CH2:4][CH2:3]1.[NH2:21][C:22]1[CH:27]=[CH:26][CH:25]=[CH:24][CH:23]=1.CCN(C(C)C)C(C)C.C1C=CC2N(O)N=NC=2C=1.C(Cl)CCl>CN(C=O)C.O>[CH3:1][C@@H:2]1[CH2:3][CH2:4][C@H:5]([C:18]([NH:21][C:22]2[CH:27]=[CH:26][CH:25]=[CH:24][CH:23]=2)=[O:20])[CH2:6][N:7]1[C:8]([O:10][CH2:11][C:12]1[CH:13]=[CH:14][CH:15]=[CH:16][CH:17]=1)=[O:9]. Isolated yield 97.2%. Yields the product C[C@H]1N(C[C@H](CC1)C(=O)NC1=CC=CC=C1)C(=O)OCC1=CC=CC=C1 (Phenylmethyl(2R,5S)-2-methyl-5-[(phenylamino)carbonyl]-1-piperidinecarboxylate). Starting materials: BrC(Br)(Br)Br, ClCCl, OCc1ccnc(Cl)c1, c1ccc(P(c2ccccc2)c2ccccc2)cc1. The product is Clc1cc(CBr)ccn1. Reaction SMILES: [C:20]([Br:21])([Br:22])([Br:23])[Br:24].[CH2:34]([Cl:35])[Cl:36].[Cl:25][c:26]1[n:27][cH:28][cH:29][c:30]([CH2:32][OH:33])[cH:31]1.[c:1]1([P:2]([c:3]2[cH:4][cH:5][cH:6][cH:7][cH:8]2)[c:9]2[cH:10][cH:11][cH:12][cH:13][cH:14]2)[cH:15][cH:16][cH:17][cH:18][cH:19]1>>[CH2:20]([Br:24])[c:30]1[cH:29][cH:28][n:27][c:26]([Cl:25])[cH:31]1. The reactants are CC(C)(C)c1cc(NC(=O)Nc2ccc(OCCN3CCOCC3)c3ccccc23)[nH]n1, CC(=O)[O-], CC(=O)[O-], ClCCl, [Cu+2], Cc1ccc(B(O)O)cc1, c1ccncc1. The product is Cc1ccc(-n2nc(C(C)(C)C)cc2NC(=O)Nc2ccc(OCCN3CCOCC3)c3ccccc23)cc1. As a reaction SMILES: [C:1]([CH3:2])([CH3:3])([CH3:4])[c:5]1[cH:6][c:7]([NH:10][C:11](=[O:12])[NH:13][c:14]2[cH:15][cH:16][c:17]([O:24][CH2:25][CH2:26][N:27]3[CH2:28][CH2:29][O:30][CH2:31][CH2:32]3)[c:18]3[cH:19][cH:20][cH:21][cH:22][c:23]23)[nH:8][n:9]1.[C:49]([O-:50])(=[O:51])[CH3:52].[C:54]([O-:55])(=[O:56])[CH3:57].[CH2:58]([Cl:59])[Cl:60].[Cu+2:53].[c:33]1([CH3:42])[cH:34][cH:35][c:36]([B:39]([OH:40])[OH:41])[cH:37][cH:38]1.[cH:43]1[cH:44][cH:45][n:46][cH:47][cH:48]1>>[C:1]([CH3:2])([CH3:3])([CH3:4])[c:5]1[cH:6][c:7]([NH:10][C:11](=[O:12])[NH:13][c:14]2[cH:15][cH:16][c:17]([O:24][CH2:25][CH2:26][N:27]3[CH2:28][CH2:29][O:30][CH2:31][CH2:32]3)[c:18]3[cH:19][cH:20][cH:21][cH:22][c:23]23)[n:8](-[c:36]2[cH:35][cH:34][c:33]([CH3:42])[cH:38][cH:37]2)[n:9]1. Reactants: C[Si](CCOCN1C(=NC2=C1C=CC=C2)C=O)(C)C (1-(2-trimethylsilylethoxymethyl)-2-formyl-benzimidazole), NC1CCCC=2C=CC=NC12 (8-amino-5,6,7,8-tetrahydroquinoline). Run in CO (MeOH), CO (MeOH). Conditions: time 2 hour. Product: C[Si](CCOCN1C(=NC2=C1C=CC=C2)CNC2CCCC=1C=CC=NC21)(C)C ([1-(2-trimethylsilylethoxymethyl)-1H-Benzimidazol-2-ylmethyl]-(5,6,7,8-tetrahydro-quinolin-8-yl)-amine). Isolated yield 97.7%. Reaction SMILES: [CH3:1][Si:2]([CH3:19])([CH3:18])[CH2:3][CH2:4][O:5][CH2:6][N:7]1[C:11]2[CH:12]=[CH:13][CH:14]=[CH:15][C:10]=2[N:9]=[C:8]1[CH:16]=O.[NH2:20][CH:21]1[C:30]2[N:29]=[CH:28][CH:27]=[CH:26][C:25]=2[CH2:24][CH2:23][CH2:22]1>CO>[CH3:1][Si:2]([CH3:19])([CH3:18])[CH2:3][CH2:4][O:5][CH2:6][N:7]1[C:11]2[CH:12]=[CH:13][CH:14]=[CH:15][C:10]=2[N:9]=[C:8]1[CH2:16][NH:20][CH:21]1[C:30]2[N:29]=[CH:28][CH:27]=[CH:26][C:25]=2[CH2:24][CH2:23][CH2:22]1. Procedure details: To a stirred solution of 1-(2-trimethylsilylethoxymethyl)-2-formyl-benzimidazole (4.26 g, 15.4 mmol) in dry MeOH (50 mL) was added a solution of 8-amino-5,6,7,8-tetrahydroquinoline (2.20 g, 14.8 mmol) in dry MeOH (20 mL) and the mixture stirred for 2 h at room temperature under an argon atmosphere. The reaction mixture was concentrated under reduced pressure and the resultant residue analyzed by 1H NMR to confirm imine formation. The residue was re-dissolved in dry MeOH (80 mL) and to the result...